Dataset: the Open Reaction Database (ORD), a public repository of structured organic reaction records. Task: describe an organic reaction: reactants, conditions, products, and yield The reactants are O=C(Cl)c1ccccc1, O, OC(CCn1ccnc1)c1ccc2ccccc2c1, c1ccncc1. Yields the product O=C(OC(CCn1ccnc1)c1ccc2ccccc2c1)c1ccccc1. As a reaction SMILES: [C:20]([c:21]1[cH:22][cH:23][cH:24][cH:25][cH:26]1)(=[O:27])[Cl:28].[OH2:29].[OH:1][CH:2]([CH2:3][CH2:4][n:5]1[cH:6][n:7][cH:8][cH:9]1)[c:10]1[cH:11][c:12]2[cH:13][cH:14][cH:15][cH:16][c:17]2[cH:18][cH:19]1.[cH:30]1[cH:31][cH:32][n:33][cH:34][cH:35]1>>[O:1]([CH:2]([CH2:3][CH2:4][n:5]1[cH:6][n:7][cH:8][cH:9]1)[c:10]1[cH:11][c:12]2[cH:13][cH:14][cH:15][cH:16][c:17]2[cH:18][cH:19]1)[C:20]([c:21]1[cH:22][cH:23][cH:24][cH:25][cH:26]1)=[O:27]. Starting materials: ClC1=C(NCC=2C(=NC(=NC2)SC)OCC2=CC=C(C=C2)OC)C=CC(=C1)Cl (5-(2,4-dichloroanilinomethyl)-4-(4-methoxy-benzyloxy)-2-methylthiopyrimidine). Run in FC(C(=O)O)(F)F (trifluoroacetic acid). Yields the product ClC1=C(NCC=2C(NC(=NC2)SC)=O)C=CC(=C1)Cl (5-[2,4-dichloroanilinomethyl]-2-methylthio-3H-pyrimidin-4-one). Isolated yield 33.0%. As a reaction SMILES: [Cl:1][C:2]1[CH:27]=[C:26]([Cl:28])[CH:25]=[CH:24][C:3]=1[NH:4][CH2:5][C:6]1[C:7]([O:14]CC2C=CC(OC)=CC=2)=[N:8][C:9]([S:12][CH3:13])=[N:10][CH:11]=1>FC(F)(F)C(O)=O>[Cl:1][C:2]1[CH:27]=[C:26]([Cl:28])[CH:25]=[CH:24][C:3]=1[NH:4][CH2:5][C:6]1[C:7](=[O:14])[NH:8][C:9]([S:12][CH3:13])=[N:10][CH:11]=1. Procedure details: A solution of 5 g (11.5 mmol) of 5-(2,4-dichloroanilinomethyl)-4-(4-methoxy-benzyloxy)-2-methylthiopyrimidine in 30 ml of trifluoroacetic acid was heated at reflux for 20 minutes, cooled and evaporated. The product was purified by flash chromatography on silica gel using ethyl acetate/isohexane in a ratio of 1:2 as eluent. Product-containing fractions were combined and evaporated to give 1.2 g (24%) of 5-[2,4-dichloroanilinomethyl]-2-methylthio-3H-pyrimidin-4-one as a pale yellow solid. [Mass sp... Solvent: N1CCCC1 (pyrrolidine), N1CCCC1 (pyrrolidine). The yield is 85.3%. As a reaction SMILES: Br[C:2]1[CH:3]=[C:4]([CH:7]=[CH:8][CH:9]=1)[CH:5]=[O:6].[CH2:10]([N:14]1[CH2:19][CH2:18][CH2:17][CH2:16][CH2:15]1)[CH2:11][C:12]#[CH:13]>[Cu]I.N1CCCC1>[N:14]1([CH2:10][CH2:11][C:12]#[C:13][C:2]2[CH:3]=[C:4]([CH:7]=[CH:8][CH:9]=2)[CH:5]=[O:6])[CH2:19][CH2:18][CH2:17][CH2:16][CH2:15]1. Procedure details: To the mixture of Pd(PPh3)Cl2 (24 mg, 0.034 mmol, 0.02 equiv.), CuI (13 mg, 0.068 mmol, 0.04 equiv.) and 3-bromobenzaldehyde (0.316 g, 1.7 mmol, 1 equiv.), pyrrolidine (10 mL) were added under N2. The use of pyrrolidine is preferred in the context of this synthesis. A stream of N2 was bubbled into to the solution for 5 min, and then 1-but-3-ynyl-piperidine (0.46 g, 3.3 mmol, 2 equiv.) was added. The reaction mixture was stirred at 50° C. for 40 h. This temperature is preferred in the context of ... Reaction conditions: temperature 50 celsius, time 40 hour. Reagents/catalysts: [Cu]I (CuI). The reactants are C(CC#C)N1CCCCC1 (1-but-3-ynyl-piperidine), Pd(PPh3)Cl2, BrC=1C=C(C=O)C=CC1 (3-bromobenzaldehyde). Yields the product N1(CCCCC1)CCC#CC=1C=C(C=O)C=CC1 (3-(4-Piperidin-1-yl-but-1-ynyl)-benzaldehyde). The reactants are CCOC(=O)C(N)CO, CO, ClC(Cl)Cl, Cl, CC(NC(=O)Cc1cccc([N+](=O)[O-])c1)C(=O)O. Product: CCOC(=O)C(CO)NC(=O)C(C)NC(=O)Cc1cccc([N+](=O)[O-])c1. RXN SMILES: [CH2:20]([CH3:21])[O:22][C:23]([CH:24]([NH2:25])[CH2:26][OH:27])=[O:28].[CH3:29][OH:30].[Cl:31][CH:32]([Cl:33])[Cl:34].[ClH:19].[N+:1](=[O:2])([O-:3])[c:4]1[cH:5][c:6]([CH2:10][C:11](=[O:12])[NH:13][CH:14]([CH3:15])[C:16](=[O:17])[OH:18])[cH:7][cH:8][cH:9]1>>[N+:1](=[O:2])([O-:3])[c:4]1[cH:5][c:6]([CH2:10][C:11](=[O:12])[NH:13][CH:14]([CH3:15])[C:16](=[O:18])[NH:25][CH:24]([C:23]([O:22][CH2:20][CH3:21])=[O:28])[CH2:26][OH:27])[cH:7][cH:8][cH:9]1. Starting materials: N1C=C(C=2C1=NC=CC2)C=O (1H-pyrrolo[2,3-b]pyridine-3-carbaldehyde), [H-].[Na+] (sodium hydride), C(C)(C)[Si](C(C)C)(C(C)C)Cl (triisopropylsilyl chloride), O (water). Run in O1CCCC1 (tetrahydrofuran). Reaction conditions: time 2 hour. Yields the product C(C)(C)[Si](N1C=C(C=2C1=NC=CC2)C=O)(C(C)C)C(C)C (1-triisopropylsilanyl-1H-pyrrolo[2,3-b]pyridine-3-carbaldehyde). RXN SMILES: [NH:1]1[C:5]2=[N:6][CH:7]=[CH:8][CH:9]=[C:4]2[C:3]([CH:10]=[O:11])=[CH:2]1.[H-].[Na+].[CH:14]([Si:17](Cl)([CH:21]([CH3:23])[CH3:22])[CH:18]([CH3:20])[CH3:19])([CH3:16])[CH3:15].O>O1CCCC1>[CH:14]([Si:17]([CH:21]([CH3:23])[CH3:22])([CH:18]([CH3:20])[CH3:19])[N:1]1[C:5]2=[N:6][CH:7]=[CH:8][CH:9]=[C:4]2[C:3]([CH:10]=[O:11])=[CH:2]1)([CH3:16])[CH3:15] |f:1.2|. Procedure: To 1H-Pyrrolo[2,3-b]pyridine-3-carbaldehyde (7, 4.05 g, 27.71 mmol) in tetrahydrofuran (30.0 mL) were added sodium hydride (60% in mineral oil, 1.5 g, 38 mmol) and triisopropylsilyl chloride (8.0 mL, 38 mmol) under an atmosphere of nitrogen. The reaction was stirred for 2 hours at room temperature. The reaction was poured into water and extracted with ethyl acetate. The organic layer was washed with brine, dried over anhydrous sodium sulfate and filtered. The filtrate was concentrated and purifi... The reactants are CC1COCC(C)N1CCN, O=C(O)C1CCCCN1c1nc2ccccc2o1. As a reaction SMILES: [CH3:19][CH:20]1[CH2:21][O:22][CH2:23][CH:24]([CH3:29])[N:25]1[CH2:26][CH2:27][NH2:28].[o:1]1[c:2]([N:10]2[CH:11]([C:16](=[O:17])[OH:18])[CH2:12][CH2:13][CH2:14][CH2:15]2)[n:3][c:4]2[c:5]1[cH:6][cH:7][cH:8][cH:9]2>>[o:1]1[c:2]([N:10]2[CH:11]([C:16](=[O:18])[NH:28][CH2:27][CH2:26][N:25]3[CH:20]([CH3:19])[CH2:21][O:22][CH2:23][CH:24]3[CH3:29])[CH2:12][CH2:13][CH2:14][CH2:15]2)[n:3][c:4]2[c:5]1[cH:6][cH:7][cH:8][cH:9]2. Yields the product CC1COCC(C)N1CCNC(=O)C1CCCCN1c1nc2ccccc2o1. Reactants: Cl, CC(C)(C)OC(=O)N1CC2NC(=O)c3c(cccc3C(F)(F)F)C2C1, C1COCCO1. Product: Cl, O=C1NC2CNCC2c2cccc(C(F)(F)F)c21. Reaction SMILES: [ClH:26].[O:1]=[C:2]1[NH:3][CH:4]2[CH:5]([c:6]3[cH:7][cH:8][cH:9][c:10]([C:12]([F:13])([F:14])[F:15])[c:11]31)[CH2:16][N:17]([C:19]([O:20][C:21]([CH3:22])([CH3:23])[CH3:24])=[O:25])[CH2:18]2.[O:27]1[CH2:28][CH2:29][O:30][CH2:31][CH2:32]1>>[ClH:26].[O:1]=[C:2]1[NH:3][CH:4]2[CH:5]([c:6]3[cH:7][cH:8][cH:9][c:10]([C:12]([F:13])([F:14])[F:15])[c:11]31)[CH2:16][NH:17][CH2:18]2. Starting materials: CC(C)(CCN1CCCC1)NC(=O)OCc1ccccc1, CI, CCO. Product: CC(C)(CC[N+]1(C)CCCC1)NC(=O)OCc1ccccc1, [I-]. RXN SMILES: [CH3:1][C:2]([CH3:3])([CH2:4][CH2:5][N:6]1[CH2:7][CH2:8][CH2:9][CH2:10]1)[NH:11][C:12]([O:13][CH2:14][c:15]1[cH:16][cH:17][cH:18][cH:19][cH:20]1)=[O:21].[CH3:22][I:23].[CH3:24][CH2:25][OH:26]>>[CH3:1][C:2]([CH3:3])([CH2:4][CH2:5][N+:6]1([CH3:22])[CH2:7][CH2:8][CH2:9][CH2:10]1)[NH:11][C:12]([O:13][CH2:14][c:15]1[cH:16][cH:17][cH:18][cH:19][cH:20]1)=[O:21].[I-:23]. The reactants are C(=O)(OC(C)(C)C)N1CCC(CC1)CCCI (3-(N-Boc-piperidin-4-yl)propyl iodide), OC1=CC=C(C=O)C=C1 (4-hydroxybenzaldehyde), C(=O)([O-])[O-].[Cs+].[Cs+] (Cs2CO3), CN(C)C=O (DMF). The solvent is C(C)(=O)OCC (ethyl acetate). The product is C(=O)(OC(C)(C)C)N1CCC(CC1)CCCOC1=CC=C(C=O)C=C1 (4-[3-(N-Boc-Piperidin-4-yl)propyloxy]benzaldehyde). Reaction SMILES: [C:1]([N:8]1[CH2:13][CH2:12][CH:11]([CH2:14][CH2:15][CH2:16]I)[CH2:10][CH2:9]1)([O:3][C:4]([CH3:7])([CH3:6])[CH3:5])=[O:2].[OH:18][C:19]1[CH:26]=[CH:25][C:22]([CH:23]=[O:24])=[CH:21][CH:20]=1.C([O-])([O-])=O.[Cs+].[Cs+].CN(C=O)C>C(OCC)(=O)C>[C:1]([N:8]1[CH2:13][CH2:12][CH:11]([CH2:14][CH2:15][CH2:16][O:18][C:19]2[CH:26]=[CH:25][C:22]([CH:23]=[O:24])=[CH:21][CH:20]=2)[CH2:10][CH2:9]1)([O:3][C:4]([CH3:7])([CH3:6])[CH3:5])=[O:2] |f:2.3.4|. Procedure details: A solution of 3-(N-Boc-piperidin-4-yl)propyl iodide 1-1 (5.0 g, 14.2 mmol) (preparation described in EP 478,328), 4-hydroxybenzaldehyde 1-2 (1.73 g, 14.2 mmol), Cs2CO3 (9.2 g, 28.4 mmol) and DMF (50 ml) was stirred at ambient temperature for 2.0 hours. The reaction mixture was diluted with ethyl acetate and then washed with H2O, sat. NaHCO3, 10% KHSO4, brine, dried (MgSO4) and concentrated. Flash chromatography (silica, 10% EtOAc/hexane) provided 1-3 as a white solid.